Task: describe an organic reaction: reactants, conditions, products, and yield. Dataset: the Open Reaction Database (ORD), a public repository of structured organic reaction records Reported procedure: 5-(2-Chloro-5-trifluoromethyl-phenyl)-6-cyclopentyloxy-3-pyridinecarboxylic acid methyl ester (0.27 g, 0.7 mmol) was dissolved in dioxane (6 mL). Water (6 mL) and sodium hydroxide solution (2 mL, 2N) was added and the mixture was boiled with stirring for 2.5 h, cooled to room temperature and partitioned between diethyl ether and hydrochloric acid (1N). Organic phases were pooled, dried with Na2SO4 and the solvent was evaporated. The residue, 0.27 g of the title compound as a orange-yellow solid ... The reactants are O (Water), [OH-].[Na+] (sodium hydroxide), COC(=O)C=1C=NC(=C(C1)C1=C(C=CC(=C1)C(F)(F)F)Cl)OC1CCCC1 (5-(2-Chloro-5-trifluoromethyl-phenyl)-6-cyclopentyloxy-3-pyridinecarboxylic acid methyl ester). As a reaction SMILES: C[O:2][C:3]([C:5]1[CH:6]=[N:7][C:8]([O:22][CH:23]2[CH2:27][CH2:26][CH2:25][CH2:24]2)=[C:9]([C:11]2[CH:16]=[C:15]([C:17]([F:20])([F:19])[F:18])[CH:14]=[CH:13][C:12]=2[Cl:21])[CH:10]=1)=[O:4].O.[OH-].[Na+]>O1CCOCC1>[Cl:21][C:12]1[CH:13]=[CH:14][C:15]([C:17]([F:18])([F:20])[F:19])=[CH:16][C:11]=1[C:9]1[CH:10]=[C:5]([C:3]([OH:4])=[O:2])[CH:6]=[N:7][C:8]=1[O:22][CH:23]1[CH2:27][CH2:26][CH2:25][CH2:24]1 |f:2.3|. Product: ClC1=C(C=C(C=C1)C(F)(F)F)C=1C=C(C=NC1OC1CCCC1)C(=O)O (5-(2-Chloro-5-trifluoromethyl-phenyl)-6-cyclopentyloxy-3-pyridinecarboxylic Acid). Run at time 2.5 hour. The solvent is O1CCOCC1 (dioxane). The reactants are N1=CC=CC=C1 (pyridine), OC(C1C(=O)OCC1)C1C2C=CC(C1)C2 (α-[hydroxy(5-norbornen-2-yl)methyl]-γ-butyrolactone), OC(C1C(=O)OCC1)C1C2C=CC(C1)C2 (α-[hydroxy(5-norbornen-2-yl)methyl]-γ-butyrolactone), C(C)(=O)OC(C)=O (acetic anhydride). The reagents and catalysts are CN(C1=CC=NC=C1)C (4-dimethylaminopyridine). Run in O (Water). Run at time 10 hour. Product: C(C)(=O)OC(C1C(=O)OCC1)C1C2C=CC(C1)C2 (α-[acetoxy(5-norbornen-2-yl)methyl]-γ-butyrolactone). The yield is 98.0%. As a reaction SMILES: N1C=CC=CC=1.[OH:7][CH:8]([CH:15]1[CH2:20][CH:19]2[CH2:21][CH:16]1[CH:17]=[CH:18]2)[CH:9]1[CH2:14][CH2:13][O:12][C:10]1=[O:11].[C:22](OC(=O)C)(=[O:24])[CH3:23]>CN(C)C1C=CN=CC=1.O>[C:22]([O:7][CH:8]([CH:15]1[CH2:20][CH:19]2[CH2:21][CH:16]1[CH:17]=[CH:18]2)[CH:9]1[CH2:14][CH2:13][O:12][C:10]1=[O:11])(=[O:24])[CH3:23]. Procedure details: To 127 g of pyridine were added 208 g of α-[hydroxy(5-norbornen-2-yl)methyl]-γ-butyrolactone (Monomer 1), 123 g of acetic anhydride and 6 g of 4-dimethylaminopyridine. Reaction was effected at 25° C. for 10 hours. Water, 30 g, was added to the reaction mixture to stop reaction, followed by hexane extraction. The organic layer was washed with water, dried over anhydrous sodium sulfate, filtered, and concentrated in vacuum. Purification by silica gel column chromatography yielded 245 g (yield 98%)... The reactants are COC(=O)c1ccc(-c2cc(C)c(Oc3nc(Nc4ccc(C#N)cc4)nc4c3ncn4C)c(C)c2)cc1, C1CCOC1, CO, Cl, [Li+], [OH-], O. Product: Cc1cc(-c2ccc(C(=O)O)cc2)cc(C)c1Oc1nc(Nc2ccc(C#N)cc2)nc2c1ncn2C. As a reaction SMILES: [C:1](#[N:2])[c:3]1[cH:4][cH:5][c:6]([NH:9][c:10]2[n:11][c:12]([O:20][c:21]3[c:22]([CH3:38])[cH:23][c:24](-[c:28]4[cH:29][cH:30][c:31]([C:34](=[O:35])[O:36][CH3:37])[cH:32][cH:33]4)[cH:25][c:26]3[CH3:27])[c:13]3[n:14][cH:15][n:16]([CH3:19])[c:17]3[n:18]2)[cH:7][cH:8]1.[CH2:44]1[O:45][CH2:46][CH2:47][CH2:48]1.[CH3:41][OH:42].[ClH:43].[Li+:39].[OH-:40].[OH2:49]>>[C:1](#[N:2])[c:3]1[cH:4][cH:5][c:6]([NH:9][c:10]2[n:11][c:12]([O:20][c:21]3[c:22]([CH3:38])[cH:23][c:24](-[c:28]4[cH:29][cH:30][c:31]([C:34](=[O:35])[OH:36])[cH:32][cH:33]4)[cH:25][c:26]3[CH3:27])[c:13]3[n:14][cH:15][n:16]([CH3:19])[c:17]3[n:18]2)[cH:7][cH:8]1. Starting materials: N(=[N+]=[N-])C(CC1=CC=CC=C1)C1=CC=C(C=C1)CCCC(=O)OC (methyl 4-[4-(1-azido-2-phenylethyl)phenyl]butyrate). The reagents and catalysts are [Pt]=O (platinum oxide). Solvent: CO (methanol). Conditions: time 4.5 hour. The product is NC(CC1=CC=CC=C1)C1=CC=C(C=C1)CCCC(=O)OC (Methyl 4-[4-(1-Amino-2-phenylethyl)phenyl]butyrate). The yield is 75.8%. As a reaction SMILES: [N:1]([CH:4]([C:12]1[CH:17]=[CH:16][C:15]([CH2:18][CH2:19][CH2:20][C:21]([O:23][CH3:24])=[O:22])=[CH:14][CH:13]=1)[CH2:5][C:6]1[CH:11]=[CH:10][CH:9]=[CH:8][CH:7]=1)=[N+]=[N-]>CO.[Pt]=O>[NH2:1][CH:4]([C:12]1[CH:13]=[CH:14][C:15]([CH2:18][CH2:19][CH2:20][C:21]([O:23][CH3:24])=[O:22])=[CH:16][CH:17]=1)[CH2:5][C:6]1[CH:7]=[CH:8][CH:9]=[CH:10][CH:11]=1. Reported procedure: To a solution of 3.10 g of methyl 4-[4-(1-azido-2-phenylethyl)phenyl]butyrate in 30 ml of methanol, 31 mg of platinum oxide was added, and hydrogenation was carried out at an ordinary temperature and under ordinary pressure for 4.5 hours. After the catalyst was filtered off, the filtrate was concentrated under reduced pressure. The residue was added with dilute hydrochloric acid and washed with ether. The aqueous layer was made alkaline with potassium carbonate and then extracted with ether. The... Reactants: ClC(Cl)(Cl)Cl, CCCCO, O=P(Cl)(Cl)Cl. Yields the product CCCCOP(=O)(Cl)Cl. Reaction SMILES: [C:11]([Cl:12])([Cl:13])([Cl:14])[Cl:15].[CH2:6]([CH2:7][CH2:8][CH3:9])[OH:10].[P:1](=[O:2])([Cl:3])([Cl:4])[Cl:5]>>[P:1](=[O:2])([Cl:3])([Cl:4])[O:10][CH2:6][CH2:7][CH2:8][CH3:9]. The reactants are OCCCCCCCCBr, CCOC(C)=O, CNC, CCO, O. Product: CN(C)CCCCCCCCO. RXN SMILES: [Br:8][CH2:9][CH2:10][CH2:11][CH2:12][CH2:13][CH2:14][CH2:15][CH2:16][OH:17].[CH3:18][CH2:19][O:20][C:21](=[O:22])[CH3:23].[CH3:2][NH:3][CH3:4].[CH3:5][CH2:6][OH:7].[OH2:1]>>[CH3:2][N:3]([CH3:4])[CH2:9][CH2:10][CH2:11][CH2:12][CH2:13][CH2:14][CH2:15][CH2:16][OH:17]. The reactants are CN1CCC(COC(=O)Oc2ccc([N+](=O)[O-])cc2)CC1, CCN(C(C)C)C(C)C, Fc1ccc(N2CCNCC2)cc1, CN(C)C=O. As a reaction SMILES: [C:1]([O:2][CH2:3][CH:4]1[CH2:5][CH2:6][N:7]([CH3:10])[CH2:8][CH2:9]1)([O:11][c:12]1[cH:13][cH:14][c:15]([N+:16]([O-:17])=[O:18])[cH:19][cH:20]1)=[O:21].[CH:22]([N:23]([CH2:24][CH3:25])[CH:26]([CH3:27])[CH3:28])([CH3:29])[CH3:30].[F:31][c:32]1[cH:33][cH:34][c:35]([N:38]2[CH2:39][CH2:40][NH:41][CH2:42][CH2:43]2)[cH:36][cH:37]1.[O:44]=[CH:45][N:46]([CH3:47])[CH3:48]>>[C:1]([O:2][CH2:3][CH:4]1[CH2:5][CH2:6][N:7]([CH3:10])[CH2:8][CH2:9]1)(=[O:21])[N:41]1[CH2:40][CH2:39][N:38]([c:35]2[cH:34][cH:33][c:32]([F:31])[cH:37][cH:36]2)[CH2:43][CH2:42]1. The product is CN1CCC(COC(=O)N2CCN(c3ccc(F)cc3)CC2)CC1.